This data is from the Open Reaction Database (ORD), a public repository of structured organic reaction records. The task is: describe an organic reaction: reactants, conditions, products, and yield The reactants are C(#N)C1=CC=C(C(=O)NC2=CC=C(C(=O)OC)C=C2)C=C1 (methyl 4-[(4-cyanobenzoyl)amino]benzoate), O.NN (hydrazine hydrate). Run in CCO (EtOH). Run at time 15 hour. Yields the product C(#N)C1=CC=C(C(=O)NC2=CC=C(C=C2)C(=O)NN)C=C1 (4-cyano-N-[4-(hydrazinocarbonyl)phenyl]benzamide). Yield: 64.0%. RXN SMILES: [C:1]([C:3]1[CH:21]=[CH:20][C:6]([C:7]([NH:9][C:10]2[CH:19]=[CH:18][C:13]([C:14](OC)=[O:15])=[CH:12][CH:11]=2)=[O:8])=[CH:5][CH:4]=1)#[N:2].O.[NH2:23][NH2:24]>CCO>[C:1]([C:3]1[CH:21]=[CH:20][C:6]([C:7]([NH:9][C:10]2[CH:19]=[CH:18][C:13]([C:14]([NH:23][NH2:24])=[O:15])=[CH:12][CH:11]=2)=[O:8])=[CH:5][CH:4]=1)#[N:2] |f:1.2|. Procedure: To a suspension of methyl 4-[(4-cyanobenzoyl)amino]benzoate (680 mg, 2.43 mmol) in EtOH (8 mL) was added hydrazine hydrate (1.8 mL). After stirring for 15 h at reflux, the reaction mixture was cooled to rt and a white solid precipitated out. Filtration, washing with EtOH (1×2 mL) and water (2×2 mL), and drying under vacuo at rt for 72 hrs gave 432 mg of the title compound (64%) as a pale yellow solid in 94.2% purity by HPLC (MaxPlot detection between 230 and 400 nm).